From a dataset of the Open Reaction Database (ORD), a public repository of structured organic reaction records. describe an organic reaction: reactants, conditions, products, and yield Reactants: C1(CC1)C=1C=CC(=NC1)C(=O)OC (methyl 5-cyclopropylpicolinate), [OH-].[K+] (potassium hydroxide). The solvent is CO (MeOH). Run at temperature 50 celsius. The product is C1(CC1)C=1C=CC(=NC1)C(=O)O (5-cyclopropylpicolinic acid). Reaction SMILES: [CH:1]1([C:4]2[CH:5]=[CH:6][C:7]([C:10]([O:12]C)=[O:11])=[N:8][CH:9]=2)[CH2:3][CH2:2]1.[OH-].[K+]>CO>[CH:1]1([C:4]2[CH:5]=[CH:6][C:7]([C:10]([OH:12])=[O:11])=[N:8][CH:9]=2)[CH2:2][CH2:3]1 |f:1.2|. Procedure: To a reaction vial were added methyl 5-cyclopropylpicolinate (370 mg, 2.088 mmol) and potassium hydroxide (258 mg, 4.59 mmol) in MeOH (7 ml). The reaction mixture was heated to 50° C. for 1 h. It was concentrated and was treated with small amount of water, and acidified by 6N HCl until pH 2. Then the mixture was concentrated and MeOH was added. The white salt was filtered out and the filtrate was passed through silica plug to yield desired product as yellow solid which still contains some salt. ... Reaction SMILES: [Br:22][CH2:23][CH2:24][CH2:25][C:26]#[N:27].[CH3:28][N:29]([CH3:30])[CH:31]=[O:32].[H-:1].[H:20][H:21].[Na+:2].[c:3]1([CH:9]([C:10](=[O:11])[O:12][CH2:13][CH3:14])[C:15](=[O:16])[O:17][CH2:18][CH3:19])[cH:4][cH:5][cH:6][cH:7][cH:8]1>>[c:3]1([C:9]([C:10](=[O:11])[O:12][CH2:13][CH3:14])([C:15](=[O:16])[O:17][CH2:18][CH3:19])[CH2:23][CH2:24][CH2:25][C:26]#[N:27])[cH:4][cH:5][cH:6][cH:7][cH:8]1. The reactants are N#CCCCBr, CN(C)C=O, [H-], [H][H], [Na+], CCOC(=O)C(C(=O)OCC)c1ccccc1. Product: CCOC(=O)C(CCCC#N)(C(=O)OCC)c1ccccc1. The reactants are COc1c(O)ccc2[nH]ncc12, Cc1ccccc1, [Na+], [OH-], O, O=C1c2ccccc2C(=O)N1C1CCC(O)CC1. Product: COc1c(OC2CCC(N3C(=O)c4ccccc4C3=O)CC2)ccc2[nH]ncc12. As a reaction SMILES: [CH3:19][O:20][c:21]1[c:22]2[cH:23][n:24][nH:25][c:26]2[cH:27][cH:28][c:29]1[OH:30].[CH3:34][c:35]1[cH:36][cH:37][cH:38][cH:39][cH:40]1.[Na+:33].[OH-:32].[OH2:31].[OH:1][CH:2]1[CH2:3][CH2:4][CH:5]([N:8]2[C:9](=[O:18])[c:10]3[cH:11][cH:12][cH:13][cH:14][c:15]3[C:16]2=[O:17])[CH2:6][CH2:7]1>>[O:1]([CH:2]1[CH2:3][CH2:4][CH:5]([N:8]2[C:9](=[O:18])[c:10]3[cH:11][cH:12][cH:13][cH:14][c:15]3[C:16]2=[O:17])[CH2:6][CH2:7]1)[c:29]1[c:21]([O:20][CH3:19])[c:22]2[cH:23][n:24][nH:25][c:26]2[cH:27][cH:28]1. Starting materials: C(CCC)P(CCCC)CCCC (tributylphosphine), CN(C)C(=O)/N=N/C(=O)N(C)C (TMAD), C(C)(=O)OC1=C(C(OC(=C1C)C=1OC2=C(C1)C=C(C=C2)O)=O)C (4-acetyloxy-3,5-dimethyl-6-(5-hydroxybenzofuran-2-yl)-2H-pyran-2-one), OCC=1C=NC=NC1 (5-hydroxymethylpyrimidine), Cl (hydrochloric acid), [OH-].[Li+] (lithium hydroxide). Solvent: C1CCOC1 (THF), C(Cl)Cl (CH2Cl2), C1CCOC1 (THF), CCOC(=O)C (AcOEt). Conditions: time 8 hour. Yields the product CC=1C(OC(=C(C1O)C)C=1OC2=C(C1)C=C(C=C2)OCC=2C=NC=NC2)=O (3,5-dimethyl-4-hydroxy-6-(5-(5-pyrimidinylmethoxy)benzofuran-2-yl)-2H-pyran-2-one). Reaction SMILES: C(P(CCCC)CCCC)CCC.CN(C(/N=N/C(N(C)C)=O)=O)C.C([O:29][C:30]1[C:35]([CH3:36])=[C:34]([C:37]2[O:38][C:39]3[CH:45]=[CH:44][C:43](O)=[CH:42][C:40]=3[CH:41]=2)[O:33][C:32](=[O:47])[C:31]=1[CH3:48])(=O)C.[OH:49][CH2:50][C:51]1[CH:52]=[N:53][CH:54]=[N:55][CH:56]=1.[OH-].[Li+].Cl>C1COCC1.C(Cl)Cl.CCOC(C)=O>[CH3:48][C:31]1[C:32](=[O:47])[O:33][C:34]([C:37]2[O:38][C:39]3[CH:45]=[CH:44][C:43]([O:49][CH2:50][C:51]4[CH:52]=[N:53][CH:54]=[N:55][CH:56]=4)=[CH:42][C:40]=3[CH:41]=2)=[C:35]([CH3:36])[C:30]=1[OH:29] |f:4.5|. Reported procedure: A solution of tributylphosphine in 2 N THF (0.94 ml) and a solution of TMAD (323 mg) in CH2Cl2 (3 ml) were added dropwise to a solution of 4-acetyloxy-3,5-dimethyl-6-(5-hydroxybenzofuran-2-yl)-2H-pyran-2-one (118 mg) and 5-hydroxymethylpyrimidine (202 mg) in THF (30 ml) at 0° C., and the mixture was stirred at room temperature overnight. The reaction solution was cooled on ice, a 1 N lithium hydroxide aqueous solution (5 ml) was added and the mixture was stirred at room temperature for one hour,... Reactants: c1(ccccc1)CN, C1([C@H]2[C@H]([C@@H](C[C@@H]1C2)B([C@H]1[C@@H]([C@@H]2C([C@H](C1)C2)(C)C)C)Cl)C)(C)C, C1CN(C[C@@H](C1=O)O)S(=O)(=O)C. The reagents and catalysts are c1ccc(cc1)-c2c3ccccc3cc4ccccc24 (9-Phenylanthracene), CC(C)[O-].CC(C)[O-].CC(C)[O-].CC(C)[O-].[Ti+4] (Ti(OiPr)4). Run at temperature 25 celsius, time 18 hour. Product: CS(=O)(=O)N1CC[C@@H](N)[C@@H](O)C1. As a reaction SMILES: C[C@@H]1[C@H](C(C)(C)[C@@H]2C[C@H]1B([C@H]3[C@H](C)[C@H](C(C)(C)[C@@H]4C3)C4)Cl)C2.[NH2:1]Cc1ccccc1.[CH3:2][S:3]([N:6]1[CH2:12][C@H:10]([OH:11])[C:9](=O)[CH2:8][CH2:7]1)(=[O:5])=[O:4]>>[CH3:2][S:3]([N:6]1[CH2:12][C@H:10]([OH:11])[C@H:9]([NH2:1])[CH2:8][CH2:7]1)(=[O:5])=[O:4]. Reactants: CN(C=O)C (Dimethylformamide), [H-].[Na+] (sodium hydride), N1C=NC=C1 (imidazole), ClC=1C=C(OCC2=C(C(=NOC)Cl)C=CC=C2)C=CC1 (2-(3-chlorophenoxymethyl)-α-methoxyiminobenzyl chloride). The product is ClC=1C=C(OCC2=C(C(=NOC)N3C=NC=C3)C=CC=C2)C=CC1 (1-[2-(3-chlorophenoxymethyl)-α-methoxyiminobenzyl]imidazole). The solvent is CCOCC (ether). Procedure: Dimethylformamide (3 ml) and 60% sodium hydride (0.16 g, 3.9 mmol) were added to imidazole (0.27 g, 3.9 mmol), and the mixture was stirred at room temperature for 10 minutes. Then, 2-(3-chlorophenoxymethyl)-α-methoxyiminobenzyl chloride (0.40 g, 1.3 mmol) was added, and the mixture was stirred at 110° C. for 2 hours. After completion of the reaction, ether (100 ml) was added, and the mixture was washed with brine (80 ml) twice. The ether layer was dried over anhydrous magnesium sulfate and conce... The yield is 65.3%. Run at time 10 minute. As a reaction SMILES: CN(C)C=O.[H-].[Na+].[NH:8]1[CH:12]=[CH:11][N:10]=[CH:9]1.[Cl:13][C:14]1[CH:15]=[C:16]([CH:30]=[CH:31][CH:32]=1)[O:17][CH2:18][C:19]1[CH:29]=[CH:28][CH:27]=[CH:26][C:20]=1[C:21](Cl)=[N:22][O:23][CH3:24]>CCOCC>[Cl:13][C:14]1[CH:15]=[C:16]([CH:30]=[CH:31][CH:32]=1)[O:17][CH2:18][C:19]1[CH:29]=[CH:28][CH:27]=[CH:26][C:20]=1[C:21]([N:8]1[CH:12]=[CH:11][N:10]=[CH:9]1)=[N:22][O:23][CH3:24] |f:1.2|. Starting materials: O=C([O-])[O-], CC(=O)[O-], CC(=O)[O-], CCCCCCCCS(N)(=O)=O, O=C1c2ccccc2C(=O)c2c(Cl)cccc21, Clc1ccccc1Cl, [Cu+2], [K+], [K+]. The product is CCCCCCCCS(=O)(=O)Nc1cccc2c1C(=O)c1ccccc1C2=O. Reaction SMILES: [C:30](=[O:31])([O-:32])[O-:33].[C:36]([O-:37])(=[O:38])[CH3:39].[C:41]([O-:42])(=[O:43])[CH3:44].[CH2:18]([CH2:19][CH2:20][CH2:21][CH2:22][CH2:23][CH2:24][CH3:25])[S:26](=[O:27])(=[O:28])[NH2:29].[Cl:1][c:2]1[cH:3][cH:4][cH:5][c:6]2[c:15]1[C:14](=[O:16])[c:13]1[c:8]([cH:9][cH:10][cH:11][cH:12]1)[C:7]2=[O:17].[Cl:45][c:46]1[cH:47][cH:48][cH:49][cH:50][c:51]1[Cl:52].[Cu+2:40].[K+:34].[K+:35]>>[c:2]1([NH:29][S:26]([CH2:18][CH2:19][CH2:20][CH2:21][CH2:22][CH2:23][CH2:24][CH3:25])(=[O:27])=[O:28])[cH:3][cH:4][cH:5][c:6]2[c:15]1[C:14](=[O:16])[c:13]1[c:8]([cH:9][cH:10][cH:11][cH:12]1)[C:7]2=[O:17]. Reactants: ClCC(=O)NC=1SC=C(N1)/C(/C(=O)NC1(C(N(OC1)C1(OC(CC1)=O)C(=O)OC(C1=CC=CC=C1)C1=CC=CC=C1)=O)CO)=N/OC (diphenylmethyl 2-{(4RS)-4-[2-(2-chloroacetamido-4-thiazolyl)-(Z)-2-(methoxyimino)acetamido]-4- hydroxymethyl-3-oxo-2-isoxazolidinyl}-5-oxo-2-tetrahydrofuran carboxylate), CNC([S-])=S.[Na+] (sodium N-methyldithiocarbamate), O (water). Run in CN(C=O)C (dimethylformamide). Product: NC=1SC=C(N1)/C(/C(=O)NC1(C(N(OC1)C1(OC(CC1)=O)C(=O)OC(C1=CC=CC=C1)C1=CC=CC=C1)=O)CO)=N/OC (diphenylmethyl 2-{(4RS)-4-[2-(2-amino-4-thiazolyl)-(Z)-2-(methoxyimino)acetamido]-4-hydroxymethyl -3-oxo-2-isoxazolidinyl}-5-oxo-tetrahydrofuran carboxylate). Yield: 76.1%. RXN SMILES: ClCC([NH:5][C:6]1[S:7][CH:8]=[C:9](/[C:11](=[N:45]/[O:46][CH3:47])/[C:12]([NH:14][C:15]2([CH2:43][OH:44])[CH2:19][O:18][N:17]([C:20]3([C:26]([O:28][CH:29]([C:36]4[CH:41]=[CH:40][CH:39]=[CH:38][CH:37]=4)[C:30]4[CH:35]=[CH:34][CH:33]=[CH:32][CH:31]=4)=[O:27])[CH2:24][CH2:23][C:22](=[O:25])[O:21]3)[C:16]2=[O:42])=[O:13])[N:10]=1)=O.CNC(=S)[S-].[Na+].O>CN(C)C=O>[NH2:5][C:6]1[S:7][CH:8]=[C:9](/[C:11](=[N:45]/[O:46][CH3:47])/[C:12]([NH:14][C:15]2([CH2:43][OH:44])[CH2:19][O:18][N:17]([C:20]3([C:26]([O:28][CH:29]([C:36]4[CH:41]=[CH:40][CH:39]=[CH:38][CH:37]=4)[C:30]4[CH:35]=[CH:34][CH:33]=[CH:32][CH:31]=4)=[O:27])[CH2:24][CH2:23][C:22](=[O:25])[O:21]3)[C:16]2=[O:42])=[O:13])[N:10]=1 |f:1.2|. Procedure: In 3 ml of dimethylformamide was dissolved 170 mg of the Compound (9a) obtained as above. To the solution was added, under ice-cooling, 48 mg of sodium N-methyldithiocarbamate, and the mixture was stirred at room temperature for one hour. The reaction solution was poured into water, which was subjected to extraction with ethyl acetate. The ethyl acetate layer was washed with water, dried over anhydrous magnesium sulfate, then concentrated under reduced pressure. The concentrate was subjected to ... Reactants: C(C=1C(O)=CC=CC1)(=O)OC (Methyl salicylate), BrCCCC(=O)OCC (ethyl 4-bromobutyrate), C([O-])([O-])=O.[K+].[K+] (potassium carbonate), [I-].[K+] (potassium iodide). Solvent: CC(=O)C (acetone). Conditions: temperature 0 celsius. The product is COC(C1=C(C=CC=C1)OCCCC(=O)OCC)=O (2-(3-Ethoxycarbonyl-propoxy)-benzoic acid methyl ester). As a reaction SMILES: [C:1]([O:10][CH3:11])(=[O:9])[C:2]1[C:3](=[CH:5][CH:6]=[CH:7][CH:8]=1)[OH:4].Br[CH2:13][CH2:14][CH2:15][C:16]([O:18][CH2:19][CH3:20])=[O:17].C(=O)([O-])[O-].[K+].[K+].[I-].[K+]>CC(C)=O>[CH3:11][O:10][C:1](=[O:9])[C:2]1[CH:8]=[CH:7][CH:6]=[CH:5][C:3]=1[O:4][CH2:13][CH2:14][CH2:15][C:16]([O:18][CH2:19][CH3:20])=[O:17] |f:2.3.4,5.6|. Reported procedure: Methyl salicylate (4.6 g, 30 mmol) was treated with ethyl 4-bromobutyrate (6.5 g, 33 mmol) followed by the addition of potassium carbonate (4.6 g, 33 mmol), potassium iodide (61 mg, 0.36 mmol) and acetone (75 mL). The mixture was heated at reflux for 16 hours, cooled and filtered to remove the solids. The solids were washed with additional acetone and the combined filtrates were concentrated under reduced pressure. The residue was dissolved in ether (150 mL), cooled to 0° C., washed with 40 mL o...